Dataset: the Open Reaction Database (ORD), a public repository of structured organic reaction records. Task: describe an organic reaction: reactants, conditions, products, and yield Starting materials: C(CC)C1=C(O)C=CC=C1O (2-propylresorcinol), CC(C)([O-])C.[K+] (potassium tert-butoxide), BrC1=C(C(=O)OC)C=CC(=C1)F (methyl 2-bromo-4-fluorobenzoate). Reagents/catalysts: [Cu]I (copper(I) iodide). The solvent is N1=CC=CC=C1 (pyridine), N1=CC=CC=C1 (pyridine). The product is COC(C1=C(C=C(C=C1)F)OC1=C(C(=CC=C1)O)CCC)=O (4-fluoro-2-(3-hydroxy-2-propyl-phenoxy)benzoic acid methyl ester). Isolated yield 14.6%. RXN SMILES: [CH2:1]([C:4]1[C:10]([OH:11])=[CH:9][CH:8]=[CH:7][C:5]=1[OH:6])[CH2:2][CH3:3].CC(C)([O-])C.[K+].Br[C:19]1[CH:28]=[C:27]([F:29])[CH:26]=[CH:25][C:20]=1[C:21]([O:23][CH3:24])=[O:22]>N1C=CC=CC=1.[Cu]I>[CH3:24][O:23][C:21](=[O:22])[C:20]1[CH:19]=[CH:28][C:27]([F:29])=[CH:26][C:25]=1[O:11][C:10]1[CH:9]=[CH:8][CH:7]=[C:5]([OH:6])[C:4]=1[CH2:1][CH2:2][CH3:3] |f:1.2|. Procedure: To a solution of 2-propylresorcinol (10.0 g, 65.7 mmol) in pyridine (120 mL) was added potassium tert-butoxide (7.00 g, 62.5 mmol) at room temperature with stirring. To this was added a mixture of methyl 2-bromo-4-fluorobenzoate (7.60 g, 32.6 mmol) and copper(I) iodide (12.5 g, 65.7 mmol) in pyridine (120 mL). The resulting mixture was gently refluxed for 4 hours. The reaction was cooled to room temperature and stirred for 18 hours. The mixture was concentrated in vacuo and the resulting materia... The reactants are NC=1C(=CC=CC1)C (o-toluidine), C(C1=CC=CC=C1)(=O)C=1C=NC2=C(C=CC=C2C1Cl)OC (3-Benzoyl-4-chloro-8-methoxyquinoline). The solvent is O1CCOCC1 (1,4-dioxan). Product: C(C1=CC=CC=C1)(=O)C=1C=NC2=C(C=CC=C2C1NC1=C(C=CC=C1)C)OC (3-Benzoyl-4-(2-methylphenylamino)-8-methoxyquinoline), crystals. The yield is 25.8%. Reaction SMILES: [C:1]([C:9]1[CH:10]=[N:11][C:12]2[C:17]([C:18]=1Cl)=[CH:16][CH:15]=[CH:14][C:13]=2[O:20][CH3:21])(=[O:8])[C:2]1[CH:7]=[CH:6][CH:5]=[CH:4][CH:3]=1.[NH2:22][C:23]1[C:24]([CH3:29])=[CH:25][CH:26]=[CH:27][CH:28]=1>O1CCOCC1>[C:1]([C:9]1[CH:10]=[N:11][C:12]2[C:17]([C:18]=1[NH:22][C:23]1[CH:28]=[CH:27][CH:26]=[CH:25][C:24]=1[CH3:29])=[CH:16][CH:15]=[CH:14][C:13]=2[O:20][CH3:21])(=[O:8])[C:2]1[CH:7]=[CH:6][CH:5]=[CH:4][CH:3]=1. Procedure: 3-Benzoyl-4-chloro-8-methoxyquinoline (3.0 g, 0.01 mol) was heated under reflux in 1,4-dioxan (100 ml) with o-toluidine (5.0 ml) for 1 hour. The solvent was evaporated and the residue was dissovled in dichloromethane, and washed with dilute hydrochloric acid, sodium hydrogen carbonate solution, water and brine. The organic solution was dried and evaporated to an oil which was chromatographed (silica gel, 1% methanolic ammonia in dichloromethane). 3-Benzoyl-4-(2-methylphenylamino)-8-methoxyquinol...